From a dataset of the Open Reaction Database (ORD), a public repository of structured organic reaction records. describe an organic reaction: reactants, conditions, products, and yield Reactants: C(=O)(Cl)Cl (phosgene), C(CCC)C=1NC2=C(C=CC=C2C1)C(=O)OC (methyl 2-(n-butyl)indole-7-carboxylate), O (Water), CO (methanol). Run in C1(=CC=CC=C1)C (toluene), ClCCl (dichloromethane). Run at time 16 hour. Yields the product C(CCC)C=1NC2=C(C=CC=C2C1C(=O)OC)C(=O)OC (dimethyl 2-(n-butyl)indole-3,7-dicarboxylate). Reaction SMILES: [C:1](Cl)(Cl)=[O:2].[CH2:5]([C:9]1[NH:10][C:11]2[C:16]([CH:17]=1)=[CH:15][CH:14]=[CH:13][C:12]=2[C:18]([O:20][CH3:21])=[O:19])[CH2:6][CH2:7][CH3:8].[CH3:22][OH:23].O>C1(C)C=CC=CC=1.ClCCl>[CH2:5]([C:9]1[NH:10][C:11]2[C:16]([C:17]=1[C:22]([O:2][CH3:1])=[O:23])=[CH:15][CH:14]=[CH:13][C:12]=2[C:18]([O:20][CH3:21])=[O:19])[CH2:6][CH2:7][CH3:8]. Procedure details: A solution of phosgene in toluene (37 ml, 1.9M) was added to a solution of methyl 2-(n-butyl)indole-7-carboxylate (P) 11.5 g) (prepared, e.g., as described in Preparation 10), at 5° C. in dichloromethane (75 ml). The solution was stirred at room temperature for 16 hours, cooled in an ice bath, and treated with methanol (20 ml). Water was added, and the dichloromethane layer was separated and solvent evaporated under reduced pressure. Chromatography on silica gel, eluting with 20% ethyl acetate/h... Reactants: [BH4-], C1COCCO1, O=C(Cl)c1ccc2nc(Cl)c(Cl)nc2c1, [Na+], O. The product is OCc1ccc2nc(Cl)c(Cl)nc2c1. Reaction SMILES: [BH4-:16].[CH2:19]1[O:20][CH2:21][CH2:22][O:23][CH2:24]1.[Cl:1][c:2]1[n:3][c:4]2[cH:5][cH:6][c:7]([C:13](=[O:14])[Cl:15])[cH:8][c:9]2[n:10][c:11]1[Cl:12].[Na+:17].[OH2:18]>>[Cl:1][c:2]1[n:3][c:4]2[cH:5][cH:6][c:7]([CH2:13][OH:14])[cH:8][c:9]2[n:10][c:11]1[Cl:12].